Dataset: the Open Reaction Database (ORD), a public repository of structured organic reaction records. Task: describe an organic reaction: reactants, conditions, products, and yield The reactants are C1=CC=CC=2C3=CC=CC=C3C(C12)CO (9-fluorenemethanol), C(C)(=O)[O-].[Na+] (sodium acetate), C(C)(=O)OC(C)=O (acetic anhydride), ice. Conditions: time 4 hour. Product: C(C)(=O)OCC1C2=CC=CC=C2C=2C=CC=CC12 (9-acetoxymethylfluorene). The yield is 98.0%. As a reaction SMILES: [CH:1]1[C:13]2[CH:12]([CH2:14][OH:15])[C:11]3[C:6](=[CH:7][CH:8]=[CH:9][CH:10]=3)[C:5]=2[CH:4]=[CH:3][CH:2]=1.[C:16]([O-])(=[O:18])[CH3:17].[Na+].C(OC(=O)C)(=O)C>>[C:16]([O:15][CH2:14][CH:12]1[C:13]2[CH:1]=[CH:2][CH:3]=[CH:4][C:5]=2[C:6]2[C:11]1=[CH:10][CH:9]=[CH:8][CH:7]=2)(=[O:18])[CH3:17] |f:1.2|. Procedure: A 250 mL Erlenmeyer flask was charged with 9-fluorenemethanol (30.0 g, 153 mmol, Aldrich), sodium acetate (15.0 g, 183 mmol, Aldrich), and acetic anhydride (0.150 L, 1580 mmol, Aldrich). The reaction mixture was heated over a steam bath, under continuous stirring for 4 hours. The warm mixture was poured into ice (150 g). After reaching room temperature, the solid product was isolated by filtration and washed with cold water. The dried product was used without further purification (35.7 g, 150 mm... The reactants are C(#N)C1=CC=C(C=C1)NC=1C=NC=NC1 (5-[(4-cyanophenyl)amino]pyrimidine), FC1=CC=C(CBr)C=C1 (4-fluorobenzyl bromide). Yields the product C(#N)C1=CC=C(C=C1)N(CC1=CC=C(C=C1)F)C=1C=NC=NC1 (5-[N-(4-Cyanophenyl)-N-(4-fluorobenzyl)amino]pyrimidine). RXN SMILES: [C:1]([C:3]1[CH:8]=[CH:7][C:6]([NH:9][C:10]2[CH:11]=[N:12][CH:13]=[N:14][CH:15]=2)=[CH:5][CH:4]=1)#[N:2].[F:16][C:17]1[CH:24]=[CH:23][C:20]([CH2:21]Br)=[CH:19][CH:18]=1>>[C:1]([C:3]1[CH:8]=[CH:7][C:6]([N:9]([C:10]2[CH:15]=[N:14][CH:13]=[N:12][CH:11]=2)[CH2:21][C:20]2[CH:23]=[CH:24][C:17]([F:16])=[CH:18][CH:19]=2)=[CH:5][CH:4]=1)#[N:2]. Reported procedure: Starting compounds: 5-[(4-cyanophenyl)amino]pyrimidine and 4-fluorobenzyl bromide Reactants: C1(CC1)COC1=C(C=C(C=C1)C)C=1C2=C(N=CN1)C(=C(N2COCC[Si](C)(C)C)C)C(=O)O (4-[2-(cyclopropylmethoxy)-5-methylphenyl]-6-methyl-5-{[2-(trimethylsilyl)ethoxy]methyl}-5H-pyrrolo[3,2-d]pyrimidine-7-carboxylic acid), N[C@H]1CC[C@H](CC1)NC(OC(C)(C)C)=O (tert-butyl cis-(4-amino-cyclohexyl)-carbamate). Yields the product C(C)(C)(C)OC(N[C@@H]1CC[C@@H](CC1)NC(=O)C1=C(N(C2=C1N=CN=C2C2=C(C=CC(=C2)C)OCC2CC2)COCC[Si](C)(C)C)C)=O (Tert-butyl(cis-4-{[(4-[2-(cyclopropylmethoxy)-5-methylphenyl]-6-methyl-5-{[2-(trimethylsilyl)ethoxy]methyl}-5H-pyrrolo[3,2-d]pyrimidin-7-yl)carbonyl]amino}cyclohexyl)carbamate). Reaction SMILES: [CH:1]1([CH2:4][O:5][C:6]2[CH:11]=[CH:10][C:9]([CH3:12])=[CH:8][C:7]=2[C:13]2[C:14]3[N:21]([CH2:22][O:23][CH2:24][CH2:25][Si:26]([CH3:29])([CH3:28])[CH3:27])[C:20]([CH3:30])=[C:19]([C:31]([OH:33])=O)[C:15]=3[N:16]=[CH:17][N:18]=2)[CH2:3][CH2:2]1.[NH2:34][C@@H:35]1[CH2:40][CH2:39][C@H:38]([NH:41][C:42](=[O:48])[O:43][C:44]([CH3:47])([CH3:46])[CH3:45])[CH2:37][CH2:36]1>>[C:44]([O:43][C:42](=[O:48])[NH:41][C@H:38]1[CH2:37][CH2:36][C@@H:35]([NH:34][C:31]([C:19]2[C:15]3[N:16]=[CH:17][N:18]=[C:13]([C:7]4[CH:8]=[C:9]([CH3:12])[CH:10]=[CH:11][C:6]=4[O:5][CH2:4][CH:1]4[CH2:2][CH2:3]4)[C:14]=3[N:21]([CH2:22][O:23][CH2:24][CH2:25][Si:26]([CH3:27])([CH3:29])[CH3:28])[C:20]=2[CH3:30])=[O:33])[CH2:40][CH2:39]1)([CH3:47])([CH3:45])[CH3:46]. Procedure details: Starting from 4-[2-(cyclopropylmethoxy)-5-methylphenyl]-6-methyl-5-{[2-(trimethylsilyl)ethoxy]methyl}-5H-pyrrolo[3,2-d]pyrimidine-7-carboxylic acid (example D.c7) and commercially available tert-butyl cis-(4-amino-cyclohexyl)-carbamate the title compound is obtained as colorless foam. Starting materials: FC1=CC(=C(C=C1)N)I (4-fluoro-2-iodophenylamine), dichlorobis(triphenylphosphine) palladium(II), O1CCCC1 (tetrahydrofuran), C#CCC (1-butyne). The reagents and catalysts are [Cu](I)I (copper iodide). Solvent: C(C)N(CC)CC (triethylamine). Run at time 15 hour. The product is C(#CCC)C1=C(C=CC(=C1)F)N (2-but-1-ynyl-4-fluorophenylamine). As a reaction SMILES: O1[CH2:5][CH2:4][CH2:3][CH2:2]1.[F:6][C:7]1[CH:12]=[CH:11][C:10]([NH2:13])=[C:9](I)[CH:8]=1.C#CCC>[Cu](I)I.C(N(CC)CC)C>[C:2]([C:11]1[CH:12]=[C:7]([F:6])[CH:8]=[CH:9][C:10]=1[NH2:13])#[C:3][CH2:4][CH3:5]. Procedure details: 80 ml of tetrahydrofuran is placed under argon. 5 g 4-fluoro-2-iodophenylamine, 0.74 g dichlorobis(triphenylphosphine) palladium(II), 0.2 g copper iodide and 8.8 ml triethylamine are added. 4 g gaseous 1-butyne are passed through the suspension. The reaction mixture is stirred under argon for 15 hours at ambient temperature, then filtered through Celite and evaporated to dryness. 3.4 g product are obtained in the form of a solid. 1H NMR (400 MHz, DMSO): 2.45 (2H, q); 1.18 (3H, t). The reactants are CN(C1=CC=C(C=CC=O)C=C1)C (4-dimethylaminocinnamaldehyde), CN(C1=CC=C(C=O)C=C1)C (4-dimethylaminobenzaldehyde), COC1=C(C=O)C=C(C=C1)OC (2,5-dimethoxybenzaldehyde). Product: COC1=C(C=CC=O)C=C(C=C1)OC (2,5-dimethoxycinnamaldehyde). As a reaction SMILES: CN(C)C1C=CC(C=[CH:8][CH:9]=[O:10])=CC=1.CN(C)C1C=CC(C=O)=CC=1.[CH3:25][O:26][C:27]1[CH:34]=[CH:33][C:32]([O:35][CH3:36])=[CH:31][C:28]=1[CH:29]=O>>[CH3:25][O:26][C:27]1[CH:34]=[CH:33][C:32]([O:35][CH3:36])=[CH:31][C:28]=1[CH:29]=[CH:8][CH:9]=[O:10]. Procedure details: Using the procedure described by Konig et al., supra, for the preparation of 4-dimethylaminocinnamaldehyde but replacing the 4-dimethylaminobenzaldehyde employed as starting material by 2,5-dimethoxybenzaldehyde, there was obtained 2,5-dimethoxycinnamaldehyde. The reactants are CN(C)CCCCCCCCCCCC (N,N-dimethyldodecylamine), BrCCCCl (1-bromo-3-chloropropane), CO (methanol). Run in COC(C)(C)C (methyl-tert-butylether). Reaction conditions: temperature 65 celsius, time 2 hour. Yields the product [Br-].ClCCC[N+](C)(C)CCCCCCCCCCCC ((3-chloropropyl)dodecyldimethylammonium bromide). As a reaction SMILES: [CH3:1][N:2]([CH2:4][CH2:5][CH2:6][CH2:7][CH2:8][CH2:9][CH2:10][CH2:11][CH2:12][CH2:13][CH2:14][CH3:15])[CH3:3].[Br:16][CH2:17][CH2:18][CH2:19][Cl:20].CO>COC(C)(C)C>[Br-:16].[Cl:20][CH2:19][CH2:18][CH2:17][N+:2]([CH2:4][CH2:5][CH2:6][CH2:7][CH2:8][CH2:9][CH2:10][CH2:11][CH2:12][CH2:13][CH2:14][CH3:15])([CH3:1])[CH3:3] |f:4.5|. Procedure: A two-liter, 3-necked, round-bottomed flask equipped with an air condenser and a magnetic stirring plate was charged with N,N-dimethyldodecylamine (297.24 grams, 1.40 moles), 1-bromo-3-chloropropane (220.44 grams, 1.40 moles) and methanol (250 mL). Reaction was maintained at 65° C. for 24 hours. Methanol was removed by rotary evaporation under reduced pressure to yield a brown sludge. To the sludge was added methyl-tert-butylether (2 liters) causing a white solid to form. The mixture was stirred... The reactants are CNc1ncnc2cc(OCC3CCN(C)CC3)c(OC)cc12, CO, ClC(Cl)Cl, O=C=Nc1c(Cl)cccc1Cl. The product is COc1cc2c(N(C)C(=O)Nc3c(Cl)cccc3Cl)ncnc2cc1OCC1CCN(C)CC1. RXN SMILES: [CH3:1][O:2][c:3]1[cH:4][c:5]2[c:6]([NH:22][CH3:23])[n:7][cH:8][n:9][c:10]2[cH:11][c:12]1[O:13][CH2:14][CH:15]1[CH2:16][CH2:17][N:18]([CH3:21])[CH2:19][CH2:20]1.[CH3:39][OH:40].[CH:35]([Cl:36])([Cl:37])[Cl:38].[Cl:24][c:25]1[c:26]([N:32]=[C:33]=[O:34])[c:27]([Cl:31])[cH:28][cH:29][cH:30]1>>[CH3:1][O:2][c:3]1[cH:4][c:5]2[c:6]([N:22]([CH3:23])[C:33]([NH:32][c:26]3[c:25]([Cl:24])[cH:30][cH:29][cH:28][c:27]3[Cl:31])=[O:34])[n:7][cH:8][n:9][c:10]2[cH:11][c:12]1[O:13][CH2:14][CH:15]1[CH2:16][CH2:17][N:18]([CH3:21])[CH2:19][CH2:20]1.